Dataset: the Open Reaction Database (ORD), a public repository of structured organic reaction records. Task: describe an organic reaction: reactants, conditions, products, and yield Starting materials: FC(C=1C=C2C=CC=NC2=CC1)(C1=NN=C2N1N=C(C=C2)C=2C=NN(C2)C)F (6-{difluoro[6-(1-methyl-1H-pyrazol-4-yl)[1,2,4]triazolo[4,3-b]pyridazin-3-yl]methyl}quinoline), C(C)O.O (ethanol water). Yields the product FC(C(=O)NN)(C=1C=C2C=CC=NC2=CC1)F (2,2-difluoro-2-quinolin-6-yl-acetohydrazide). Reaction SMILES: [F:1][C:2]([F:28])([C:13]1N2N=C(C3C=NN(C)C=3)C=CC2=[N:15][N:14]=1)[C:3]1[CH:4]=[C:5]2[C:10](=[CH:11][CH:12]=1)[N:9]=[CH:8][CH:7]=[CH:6]2.C([OH:31])C.O>>[F:1][C:2]([F:28])([C:3]1[CH:4]=[C:5]2[C:10](=[CH:11][CH:12]=1)[N:9]=[CH:8][CH:7]=[CH:6]2)[C:13]([NH:14][NH2:15])=[O:31] |f:1.2|. Procedure: Form I of the compound of formula (I) (0.5 g, as prepared in Example 1) is heated at 60° C. in acetone/water mixture (50/50, vol/vol; 12 mL) for 1 hour. The solids are filtered and dried at 50° C. to provide 0.48 g of Form III. Reactants: O=C([O-])[O-], Nc1ncnc2c1c(I)cn2C1CC(CO)C1, [Na+], [Na+], CN(C)C=O, CC1(C)CB(c2ccc3ccc(-c4ccccc4)nc3c2)OC1(C)C, c1ccc(P(c2ccccc2)(c2ccccc2)[Pd](P(c2ccccc2)(c2ccccc2)c2ccccc2)(P(c2ccccc2)(c2ccccc2)c2ccccc2)P(c2ccccc2)(c2ccccc2)c2ccccc2)cc1. Yields the product Nc1ncnc2c1c(-c1ccc3ccc(-c4ccccc4)nc3c1)cn2C1CC(CO)C1. Reaction SMILES: [C:43](=[O:44])([O-:45])[O-:46].[NH2:1][c:2]1[c:3]2[c:4]([n:5][cH:6][n:7]1)[n:8]([CH:12]1[CH2:13][CH:14]([CH2:16][OH:17])[CH2:15]1)[cH:9][c:10]2[I:11].[Na+:47].[Na+:48].[O:49]=[CH:50][N:51]([CH3:52])[CH3:53].[c:18]1(-[c:24]2[n:25][c:26]3[cH:27][c:28]([B:34]4[O:35][C:36]([CH3:37])([CH3:38])[C:39]([CH3:40])([CH3:41])[CH2:42]4)[cH:29][cH:30][c:31]3[cH:32][cH:33]2)[cH:19][cH:20][cH:21][cH:22][cH:23]1.[cH:54]1[cH:55][cH:56][c:57]([P:58]([Pd:59]([P:60]([c:61]2[cH:62][cH:63][cH:64][cH:65][cH:66]2)([c:67]2[cH:68][cH:69][cH:70][cH:71][cH:72]2)[c:73]2[cH:74][cH:75][cH:76][cH:77][cH:78]2)([P:79]([c:80]2[cH:81][cH:82][cH:83][cH:84][cH:85]2)([c:86]2[cH:87][cH:88][cH:89][cH:90][cH:91]2)[c:92]2[cH:93][cH:94][cH:95][cH:96][cH:97]2)[P:98]([c:99]2[cH:100][cH:101][cH:102][cH:103][cH:104]2)([c:105]2[cH:106][cH:107][cH:108][cH:109][cH:110]2)[c:111]2[cH:112][cH:113][cH:114][cH:115][cH:116]2)([c:117]2[cH:118][cH:119][cH:120][cH:121][cH:122]2)[c:123]2[cH:124][cH:125][cH:126][cH:127][cH:128]2)[cH:129][cH:130]1>>[NH2:1][c:2]1[c:3]2[c:4]([n:5][cH:6][n:7]1)[n:8]([CH:12]1[CH2:13][CH:14]([CH2:16][OH:17])[CH2:15]1)[cH:9][c:10]2-[c:28]1[cH:27][c:26]2[n:25][c:24](-[c:18]3[cH:19][cH:20][cH:21][cH:22][cH:23]3)[cH:33][cH:32][c:31]2[cH:30][cH:29]1.